This data is from the Open Reaction Database (ORD), a public repository of structured organic reaction records. The task is: describe an organic reaction: reactants, conditions, products, and yield Starting materials: C1(=C(C=CC=C1)P(C(C)(C)C)C(C)(C)C)C1=CC=CC=C1 (Biphenyl-2-yl-di-tert-butyl-phosphane), BrC=1C=C(C=CC1)C1(CCCCC1)NC[C@H]([C@H](CC1=CC(=CC(=C1)F)F)NC(C)=O)O (N-(1S,2R)-[3-[1-(3-Bromo-phenyl)-cyclohexylamino]-1-(3,5-difluoro-benzyl)-2-hydroxy-propyl]-acetamide), CC=1C=C(SC1)B(O)O (4-Methylthiophene-2-boronic acid), [F-].[K+] (Potassium Fluoride). Reagents/catalysts: C(C)(=O)[O-].[Pd+2].C(C)(=O)[O-] (Palladium acetate). The solvent is COCCOC (DME), COCCOC (DME). Product: FC=1C=C(C[C@@H]([C@@H](CNC2(CCCCC2)C2=CC(=CC=C2)C=2SC=C(C2)C)O)NC(C)=O)C=C(C1)F (N-(1S,2R)-(1-(3,5-Difluoro-benzyl)-2-hydroxy-3-{1-[3-(4-methyl-thiophen-2-yl)-phenyl]-cyclohexylamino}-propyl)-acetamide). Reaction SMILES: C1(C2C=CC=CC=2)C=CC=CC=1P(C(C)(C)C)C(C)(C)C.Br[C:23]1[CH:24]=[C:25]([C:29]2([NH:35][CH2:36][C@@H:37]([OH:52])[C@@H:38]([NH:48][C:49](=[O:51])[CH3:50])[CH2:39][C:40]3[CH:45]=[C:44]([F:46])[CH:43]=[C:42]([F:47])[CH:41]=3)[CH2:34][CH2:33][CH2:32][CH2:31][CH2:30]2)[CH:26]=[CH:27][CH:28]=1.[CH3:53][C:54]1[CH:55]=[C:56](B(O)O)[S:57][CH:58]=1.[F-].[K+]>COCCOC.C([O-])(=O)C.[Pd+2].C([O-])(=O)C>[F:47][C:42]1[CH:41]=[C:40]([CH:45]=[C:44]([F:46])[CH:43]=1)[CH2:39][C@H:38]([NH:48][C:49](=[O:51])[CH3:50])[C@H:37]([OH:52])[CH2:36][NH:35][C:29]1([C:25]2[CH:26]=[CH:27][CH:28]=[C:23]([C:56]3[S:57][CH:58]=[C:54]([CH3:53])[CH:55]=3)[CH:24]=2)[CH2:34][CH2:33][CH2:32][CH2:31][CH2:30]1 |f:3.4,6.7.8|. Procedure details: Palladium acetate (Pd(OAc)2) (0.82 mgs, 10 mol. Wt. %) and Biphenyl-2-yl-di-tert-butyl-phosphane (2.16 mgs, 20 mol. Wt. %) was added to the reaction vessel (Vessel 1). N-(1S,2R)-[3-[1-(3-Bromo-phenyl)-cyclohexylamino]-1-(3,5-difluoro-benzyl)-2-hydroxy-propyl]-acetamide (0.09075 mM) was placed in a separate reaction vessel (Vessel 2) and dissolved in 200 mL DME. 4-Methylthiophene-2-boronic acid and Potassium Fluoride (KF) (3 eq., 6.33 mgs) were added to a separate reaction vessel and dissolved in... Starting materials: ClC1=NC(=NC=C1)SC (4-chloro-2-methylsulfanyl-pyrimidine), FC1=C(C=CC=C1)B(O)O (2-fluoro-phenyl-boronic acid), C(=O)([O-])[O-].[Na+].[Na+] (Na2CO3), C1(=CC=CC=C1)P(C1=CC=CC=C1)C1=CC=CC=C1 (triphenylphosphine). Reagents/catalysts: CC(=O)[O-].CC(=O)[O-].[Pd+2] (Pd(OAc)2). Run in C(CC)O (nPrOH). Yields the product FC1=C(C=CC=C1)C1=NC(=NC=C1)SC (4-(2-Fluoro-phenyl)-2-methylsulfanyl-pyrimidine). The yield is 89.8%. Reaction SMILES: Cl[C:2]1[CH:7]=[CH:6][N:5]=[C:4]([S:8][CH3:9])[N:3]=1.[F:10][C:11]1[CH:16]=[CH:15][CH:14]=[CH:13][C:12]=1B(O)O.C([O-])([O-])=O.[Na+].[Na+].C1(P(C2C=CC=CC=2)C2C=CC=CC=2)C=CC=CC=1>C(O)CC.CC([O-])=O.CC([O-])=O.[Pd+2]>[F:10][C:11]1[CH:16]=[CH:15][CH:14]=[CH:13][C:12]=1[C:2]1[CH:7]=[CH:6][N:5]=[C:4]([S:8][CH3:9])[N:3]=1 |f:2.3.4,7.8.9|. Procedure details: To a solution of 4-chloro-2-methylsulfanyl-pyrimidine (1.00 g, 6.22 mmol), 2-fluoro-phenyl-boronic acid (1.04 g, 6.84 mmol), Na2CO3 (790 mg, 7.45 mmol), triphenylphosphine (163 mg, 0.62 mmol) in nPrOH (50 ml), Pd(OAc)2 (42 mg, 0.187 mmol) was added and the mixture was refluxed for 3 hours. The solvent was evaporated under vacuum, and the crude was dissolved in ethyl acetate and washed with water. The organic phase was dried (Na2SO4) and evaporated; the crude was purified by flash chromatography ... As a reaction SMILES: [CH2:1]([C:8](=[CH:11][C:12]1[CH:17]=[CH:16][CH:15]=[CH:14][CH:13]=1)[CH:9]=[O:10])[CH2:2][CH2:3][CH2:4][CH2:5][CH2:6][CH3:7].C(=O)C1C=CC=CC=1.[OH-].[Na+].C(=O)CCCCCCCC>>[CH2:11]([CH:8]([CH2:1][CH2:2][CH2:3][CH2:4][CH2:5][CH2:6][CH3:7])[CH2:9][OH:10])[C:12]1[CH:17]=[CH:16][CH:15]=[CH:14][CH:13]=1 |f:2.3|. Run in petroleum ether. Procedure: The acohol was prepared by hydrogenation of α-heptylcinnamaldehyde exactly as in Example 1.α-Heptylcinnamaldehyde was pepared as follows: To a mixture of 53.8g (0.50 mole) benzaldehyde 50ml ethanol and 25 ml 10% NaOH at reflux were added 56.8 g (0.40 mole) nonanal dropwise over 20 min. Halfway through the addition of nonanal an additional 25 ml 10% NaOH were added. After two hours at reflux the mixture was cooled, diluted with 100 ml 30°-60° petroleum ether, washed once with 50 ml 5% HCl, once w... Product: C(C1=CC=CC=C1)C(CO)CCCCCCC (2-benzyl-1-nonanol). The reactants are C(CCCCCC)C(C=O)=CC1=CC=CC=C1 (α-heptylcinnamaldehyde), C(CCCCCCCC)=O (nonanal), aldehyde, aldehyde, 1.α-Heptylcinnamaldehyde, C(C1=CC=CC=C1)=O (benzaldehyde), [OH-].[Na+] (NaOH), C(CCCCCCCC)=O (nonanal), [OH-].[Na+] (NaOH). Reactants: COCCOC1=CC=2C(C3=CC=CC=C3C(C2C=C1)=O)=O (2-[2-(Methoxy)ethoxy]anthraquinone). Solvent: C(Cl)Cl.CCCCCC (CH2Cl2 hexane). The product is COCCOC1=CC2=CC3=CC=CC=C3C=C2C=C1 (2-[2-(methoxy)ethoxy]anthracene). The yield is 50.6%. Reaction SMILES: [CH3:1][O:2][CH2:3][CH2:4][O:5][C:6]1[CH:19]=[CH:18][C:17]2[C:16](=O)[C:15]3[C:10](=[CH:11][CH:12]=[CH:13][CH:14]=3)[C:9](=O)[C:8]=2[CH:7]=1>C(Cl)Cl.CCCCCC>[CH3:1][O:2][CH2:3][CH2:4][O:5][C:6]1[CH:19]=[CH:18][C:17]2[C:8](=[CH:9][C:10]3[C:15]([CH:16]=2)=[CH:14][CH:13]=[CH:12][CH:11]=3)[CH:7]=1 |f:1.2|. Reported procedure: Using the procedure outlined in Example 1B, 2-[2-(methoxy)ethoxy]anthraquinone (12A) gave a 50.6% yield of 2-[2-(methoxy)ethoxy]anthracene, mp 131°-134°, (C,H), (CH2Cl2 /hexane).